The task is: describe an organic reaction: reactants, conditions, products, and yield. This data is from the Open Reaction Database (ORD), a public repository of structured organic reaction records. Reactants: C=O, Cn1c2c(c3ccccc31)C(=O)CCC2, CC(=O)O, Cl, CN(C)C=O. The product is C=C1CCc2c(c3ccccc3n2C)C1=O. As a reaction SMILES: [CH2:16]=[O:17].[CH3:1][n:2]1[c:3]2[cH:4][cH:5][cH:6][cH:7][c:8]2[c:9]2[c:14]1[CH2:13][CH2:12][CH2:11][C:10]2=[O:15].[CH3:24][C:25](=[O:26])[OH:27].[ClH:18].[O:19]=[CH:20][N:21]([CH3:22])[CH3:23]>>[CH3:1][n:2]1[c:3]2[cH:4][cH:5][cH:6][cH:7][c:8]2[c:9]2[c:14]1[CH2:13][CH2:12][C:11](=[CH2:20])[C:10]2=[O:15]. Yields the product C(C)(=O)OC1=C(C(=O)OCC2=CC=CC=C2)C=CC(=C1)OCC(=O)C1=CC=2C(CCC(C2C=C1)(C)C)(C)C (Benzyl 2-acetoxy-4-(5,6,7,8-tetrahydro-5,5,8,8-tetramethyl-2-naphthoylmethoxy)benzoate). The reactants are OC1=C(C(=O)OCC2=CC=CC=C2)C=CC(=C1)OCC(=O)C1=CC=2C(CCC(C2C=C1)(C)C)(C)C (benzyl 2-hydroxy-4-(5,6,7,8-tetrahydro-5,5,8,8-tetramethyl-2-naphthoylmethoxy)benzoate), C(C)(=O)Cl (acetyl chloride). Procedure: By reaction of 2.36 g (5 mmol) of benzyl 2-hydroxy-4-(5,6,7,8-tetrahydro-5,5,8,8-tetramethyl-2-naphthoylmethoxy)benzoate and 360 μl (5 mmol) of acetyl chloride in a manner analogous to Example 4(b), 2 g (80%) of the expected product which melts at 137°-138° C. are collected. Yield: 77.7%. Reaction SMILES: [OH:1][C:2]1[CH:17]=[C:16]([O:18][CH2:19][C:20]([C:22]2[CH:31]=[CH:30][C:29]3[C:28]([CH3:33])([CH3:32])[CH2:27][CH2:26][C:25]([CH3:35])([CH3:34])[C:24]=3[CH:23]=2)=[O:21])[CH:15]=[CH:14][C:3]=1[C:4]([O:6][CH2:7][C:8]1[CH:13]=[CH:12][CH:11]=[CH:10][CH:9]=1)=[O:5].[C:36](Cl)(=[O:38])[CH3:37]>>[C:36]([O:1][C:2]1[CH:17]=[C:16]([O:18][CH2:19][C:20]([C:22]2[CH:31]=[CH:30][C:29]3[C:28]([CH3:33])([CH3:32])[CH2:27][CH2:26][C:25]([CH3:35])([CH3:34])[C:24]=3[CH:23]=2)=[O:21])[CH:15]=[CH:14][C:3]=1[C:4]([O:6][CH2:7][C:8]1[CH:9]=[CH:10][CH:11]=[CH:12][CH:13]=1)=[O:5])(=[O:38])[CH3:37]. The reactants are C(C)(=O)O (acetic acid), O1CCN(CC1)C1=C(C=C(C=C1)[N+](=O)[O-])S(=O)(=O)NC1=C(C=C(C(=C1)OCCCCCCCCCCCCCCCC)C(CC(C)(C)C)(C)C)O (2-(2'-Morpholino-5'-nitrobenzenesulfonamido)-4-hexadecyloxy-5-(1,1,3,3-tetramethylbutyl)phenol), C(C)(=O)OC(C)=O (acetic anhydride), C(C)(=O)[O-].[Na+] (sodium acetate). Run in O (water). Reaction conditions: temperature 80 celsius, time 2 hour. The product is C(C)(=O)OC1=C(C=C(C(=C1)C(CC(C)(C)C)(C)C)OCCCCCCCCCCCCCCCC)NS(=O)(=O)C1=C(C=CC(=C1)[N+](=O)[O-])N1CCOCC1 (2-(2'-Morpholino-5'-nitrobenzene-sulfonamido)-4-hexadecyloxy-5-(1,1,3,3-tetramethyl-butyl)phenyl Acetate). As a reaction SMILES: [C:1]([OH:4])(=[O:3])[CH3:2].[O:5]1[CH2:10][CH2:9][N:8]([C:11]2[CH:16]=[CH:15][C:14]([N+:17]([O-:19])=[O:18])=[CH:13][C:12]=2[S:20]([NH:23][C:24]2[CH:29]=[C:28]([O:30][CH2:31][CH2:32][CH2:33][CH2:34][CH2:35][CH2:36][CH2:37][CH2:38][CH2:39][CH2:40][CH2:41][CH2:42][CH2:43][CH2:44][CH2:45][CH3:46])[C:27]([C:47]([CH3:54])([CH3:53])[CH2:48][C:49]([CH3:52])([CH3:51])[CH3:50])=[CH:26][C:25]=2O)(=[O:22])=[O:21])[CH2:7][CH2:6]1.C(OC(=O)C)(=O)C.C([O-])(=O)C.[Na+]>O>[C:1]([O:4][C:25]1[CH:26]=[C:27]([C:47]([CH3:54])([CH3:53])[CH2:48][C:49]([CH3:52])([CH3:50])[CH3:51])[C:28]([O:30][CH2:31][CH2:32][CH2:33][CH2:34][CH2:35][CH2:36][CH2:37][CH2:38][CH2:39][CH2:40][CH2:41][CH2:42][CH2:43][CH2:44][CH2:45][CH3:46])=[CH:29][C:24]=1[NH:23][S:20]([C:12]1[CH:13]=[C:14]([N+:17]([O-:19])=[O:18])[CH:15]=[CH:16][C:11]=1[N:8]1[CH2:7][CH2:6][O:5][CH2:10][CH2:9]1)(=[O:21])=[O:22])(=[O:3])[CH3:2] |f:3.4|. Reported procedure: A solution of acetic acid (70 ml) containing 21 g (0.0287 mol) of the compound obtained in Step (c) above, 15 ml of acetic anhydride and 9.8 g of sodium acetate was stirred at 80° C. for 2 hours. After cooling, the reaction mixture was added to 500 ml of water and the precipitate was extracted with ethyl acetate. The ethyl acetate was concentrated and to the residue was added 100 ml of methanol and the crystals thus-precipitated were collected by filtration. Yield: 20.6 g (93%). The reactants are ClC1=CC=C(S1)S(=O)(=O)NC1=NC=C(N=C1Br)Br (5-Chloro-N-(3,5-dibromo-2-pyrazinyl)-2-thiophenesulphonamide), COC1=CC=C(CO)C=C1 (4-methoxybenzylalcohol). Product: BrC=1N=C(C(=NC1)NS(=O)(=O)C=1SC(=CC1)Cl)OCC1=CC=C(C=C1)OC (N-[5-Bromo-3-(4-methoxybenzyloxy)pyrazin-2-yl]-5-chloro-2-thiophenesulphonamide). The yield is 90.1%. Reaction SMILES: [Cl:1][C:2]1[S:6][C:5]([S:7]([NH:10][C:11]2[C:16](Br)=[N:15][C:14]([Br:18])=[CH:13][N:12]=2)(=[O:9])=[O:8])=[CH:4][CH:3]=1.[CH3:19][O:20][C:21]1[CH:28]=[CH:27][C:24]([CH2:25][OH:26])=[CH:23][CH:22]=1>>[Br:18][C:14]1[N:15]=[C:16]([O:26][CH2:25][C:24]2[CH:27]=[CH:28][C:21]([O:20][CH3:19])=[CH:22][CH:23]=2)[C:11]([NH:10][S:7]([C:5]2[S:6][C:2]([Cl:1])=[CH:3][CH:4]=2)(=[O:9])=[O:8])=[N:12][CH:13]=1. Procedure details: Prepared by the method of Example 20b using 5-chloro-N-(3,5-dibromo-2-pyrazinyl)-2-thiophenesulphonamide (Example 8) (0.32 g) and 4-methoxybenzylalcohol (0.1 g) to give the product (0.32 g).